This data is from the Open Reaction Database (ORD), a public repository of structured organic reaction records. The task is: describe an organic reaction: reactants, conditions, products, and yield Starting materials: [Cl-].[Ce+3].[Cl-].[Cl-] (cerium chloride), C1C(CC2=CC=CC=C12)=O (2-indanone), aqueous hydrochloric solution, C1(=CC=C(C=C1)[Mg]Br)C (p-Tolylmagnesium bromide). Run in C1CCOC1 (THF), C1CCOC1 (THF). Run at time 2 hour. The product is C1C(CC2=CC=CC=C12)=O (2-indanone), C1(=CC=C(C=C1)C1(CC2=CC=CC=C2C1)O)C (2-(p-tolyl)-2-indanol). As a reaction SMILES: [Cl-].[Ce+3].[Cl-].[Cl-].[C:5]1([CH3:13])[CH:10]=[CH:9][C:8]([Mg]Br)=[CH:7][CH:6]=1.[CH2:14]1[C:22]2[C:17](=[CH:18][CH:19]=[CH:20][CH:21]=2)[CH2:16][C:15]1=[O:23]>C1COCC1>[CH2:14]1[C:22]2[C:17](=[CH:18][CH:19]=[CH:20][CH:21]=2)[CH2:16][C:15]1=[O:23].[C:5]1([CH3:13])[CH:10]=[CH:9][C:8]([C:15]2([OH:23])[CH2:16][C:17]3[C:22](=[CH:21][CH:20]=[CH:19][CH:18]=3)[CH2:14]2)=[CH:7][CH:6]=1 |f:0.1.2.3|. Procedure: A suspension of anhydrous cerium chloride (40.60 g, 164.7 mmol) in THF(250 mL) was stirred at room temperature for 2 hours under nitrogen. p-Tolylmagnesium bromide (100.0 mL of 1.0M solution in diethyl ether, 100.0 mmol) was added at 0° C. and stirred for 3.5 h. A solution of 2-indanone (14.21 g, 107.7 mmol) in THF (20 mL) was added at the same temperature. After stirring at 0° C. for 3 h, the mixture was allowed to warm to room temperature and kept at ambient temperature overnight (12 h). It wa...